This data is from the Open Reaction Database (ORD), a public repository of structured organic reaction records. The task is: describe an organic reaction: reactants, conditions, products, and yield The reactants are O=C(O)c1c(F)cc(Br)cc1F, CCN=C=NCCCN(C)C, Cc1cnc(N2CCNCC2)c(C)c1, CN(C)C=O, Cl. The product is Cc1cnc(N2CCN(C(=O)c3c(F)cc(Br)cc3F)CC2)c(C)c1. As a reaction SMILES: [Br:1][c:2]1[cH:3][c:4]([F:12])[c:5]([C:6](=[O:7])[OH:8])[c:9]([F:11])[cH:10]1.[CH2:28]([N:29]=[C:30]=[N:31][CH2:32][CH2:33][CH2:34][N:35]([CH3:36])[CH3:37])[CH3:38].[CH3:13][c:14]1[c:15]([N:21]2[CH2:22][CH2:23][NH:24][CH2:25][CH2:26]2)[n:16][cH:17][c:18]([CH3:20])[cH:19]1.[CH3:39][N:40]([CH3:41])[CH:42]=[O:43].[ClH:27]>>[Br:1][c:2]1[cH:3][c:4]([F:12])[c:5]([C:6](=[O:8])[N:24]2[CH2:23][CH2:22][N:21]([c:15]3[c:14]([CH3:13])[cH:19][c:18]([CH3:20])[cH:17][n:16]3)[CH2:26][CH2:25]2)[c:9]([F:11])[cH:10]1.